Dataset: the Open Reaction Database (ORD), a public repository of structured organic reaction records. Task: describe an organic reaction: reactants, conditions, products, and yield Starting materials: Cl.C(=O)(OCC1C2=CC=CC=C2C2=CC=CC=C12)N[C@@H](CCCCN)C(=O)O (Fmoc-lysine hydrochloride), C([O-])(O)=O.[Na+] (sodium bicarbonate), C(OCC1=CC=C(C=C1)N=[N+]=[N-])(OC1=CC=C(C=C1)[N+](=O)[O-])=O (4-Azidobenzyl (4-nitrophenyl) carbonate), Cl (hydrochloric acid). Solvent: CN(C)C=O (DMF). Run at temperature 25 celsius, time 8 hour. Yields the product C1=CC=CC=2C3=CC=CC=C3C(C12)COC(=O)N[C@H](C(=O)O)CCCCNC(=O)OCC1=CC=C(C=C1)N=[N+]=[N-] ((S)-2-((((9H-fluoren-9-yl)methoxy)carbonyl)amino)-6-((((4-azidobenzyl)oxy)carbonyl)amino)hexanoic acid). The yield is 92.0%. As a reaction SMILES: [C:1](=[O:23])(OC1C=CC([N+]([O-])=O)=CC=1)[O:2][CH2:3][C:4]1[CH:9]=[CH:8][C:7]([N:10]=[N+:11]=[N-:12])=[CH:6][CH:5]=1.Cl.[C:25]([NH:42][C@H:43]([C:49]([OH:51])=[O:50])[CH2:44][CH2:45][CH2:46][CH2:47][NH2:48])([O:27][CH2:28][CH:29]1[C:41]2[C:36](=[CH:37][CH:38]=[CH:39][CH:40]=2)[C:35]2[C:30]1=[CH:31][CH:32]=[CH:33][CH:34]=2)=[O:26].C(=O)(O)[O-].[Na+].Cl>CN(C=O)C>[CH:31]1[C:30]2[CH:29]([CH2:28][O:27][C:25]([NH:42][C@@H:43]([CH2:44][CH2:45][CH2:46][CH2:47][NH:48][C:1]([O:2][CH2:3][C:4]3[CH:5]=[CH:6][C:7]([N:10]=[N+:11]=[N-:12])=[CH:8][CH:9]=3)=[O:23])[C:49]([OH:51])=[O:50])=[O:26])[C:41]3[C:36](=[CH:37][CH:38]=[CH:39][CH:40]=3)[C:35]=2[CH:34]=[CH:33][CH:32]=1 |f:1.2,3.4|. Reported procedure: 4-Azidobenzyl (4-nitrophenyl) carbonate synthesized by the method described in the literature (Bioconjugate Chem. 2008, 19, 714) (Compound tk32) (3.46 g, 11.0 mmol) was added to a suspension of Fmoc-lysine hydrochloride (Compound tk31) (4.9 g, 12.10 mmol) and sodium bicarbonate (2.77 g, 33.0 mmol) in DMF (22 mL) under ice-cooling. The reaction mixture was stirred at 25° C. for 8 hours and 1 N hydrochloric acid was then added, followed by extraction with ethyl acetate. The organic phase was washe...